Dataset: the Open Reaction Database (ORD), a public repository of structured organic reaction records. Task: describe an organic reaction: reactants, conditions, products, and yield Starting materials: N#Cc1cccc(C(=O)Cl)c1, Oc1ccc(CNn2cnnc2)cc1. Product: N#Cc1cccc(C(=O)N(Cc2ccc(O)cc2)n2cnnc2)c1. RXN SMILES: [C:15](#[N:16])[c:17]1[cH:18][c:19]([C:20](=[O:21])[Cl:22])[cH:23][cH:24][cH:25]1.[n:1]1[n:2][cH:3][n:4]([NH:6][CH2:7][c:8]2[cH:9][cH:10][c:11]([OH:14])[cH:12][cH:13]2)[cH:5]1>>[n:1]1[n:2][cH:3][n:4]([N:6]([CH2:7][c:8]2[cH:9][cH:10][c:11]([OH:14])[cH:12][cH:13]2)[C:20]([c:19]2[cH:18][c:17]([C:15]#[N:16])[cH:25][cH:24][cH:23]2)=[O:21])[cH:5]1.